This data is from the Open Reaction Database (ORD), a public repository of structured organic reaction records. The task is: describe an organic reaction: reactants, conditions, products, and yield Reactants: [Li]CCCC (n-BuLi), C(C#C)OC1OCCCC1 (Tetrahydro-2-(2-propynyloxy)-2H-pyran), C(CCCCCCC)Br (octyl bromide). The solvent is C1CCOC1 (THF), C1CCOC1 (THF). Conditions: temperature -78 celsius, time 1 hour. Product: C(C#CCCCCCCCC)OC1OCCCC1 (Tetrahydro-2-(2-undecynyloxy)-2H-pyran). As a reaction SMILES: [CH2:1]([O:4][CH:5]1[CH2:10][CH2:9][CH2:8][CH2:7][O:6]1)[C:2]#[CH:3].[Li]CCCC.[CH2:16](Br)[CH2:17][CH2:18][CH2:19][CH2:20][CH2:21][CH2:22][CH3:23]>C1COCC1>[CH2:1]([O:4][CH:5]1[CH2:10][CH2:9][CH2:8][CH2:7][O:6]1)[C:2]#[C:3][CH2:16][CH2:17][CH2:18][CH2:19][CH2:20][CH2:21][CH2:22][CH3:23]. Procedure details: A solution of tetrahydro-2-(2-propynyloxy)-2H-pyran (47) (2.8 g, 20 mmol) in THF (30 mL) was cooled to -78° C. and n-BuLi (2.5 M, 8 mL) was added over 15 minutes. The mixture was stirred for 30 minutes at which time octyl bromide (4.24 g, 2.2 mmol, 1.1 equiv) in THF (10 mL) was added. The reaction mixture was then stirred at -78° C. for 1 hour, allowed to warm to 0° C. and stirred for an additional 30 minutes. The reaction mixture was quenched with NH4Cl (10 mL) and poured into ether (150 mL) an... Reactants: N#CCBr, CC(=O)O, CC(C)(O)c1cc(-c2ccccc2Cl)c2c(c1)N(c1c(Cl)cccc1Cl)C(=O)NC2, O=S(=O)(O)O. Product: CC(C)(NC(=O)CBr)c1cc(-c2ccccc2Cl)c2c(c1)N(c1c(Cl)cccc1Cl)C(=O)NC2. Reaction SMILES: [Br:31][CH2:32][C:33]#[N:34].[CH3:40][C:41](=[O:42])[OH:43].[Cl:1][c:2]1[c:3](-[c:8]2[c:9]3[c:14]([cH:15][c:16]([C:18]([CH3:19])([CH3:20])[OH:21])[cH:17]2)[N:13]([c:22]2[c:23]([Cl:29])[cH:24][cH:25][cH:26][c:27]2[Cl:28])[C:12](=[O:30])[NH:11][CH2:10]3)[cH:4][cH:5][cH:6][cH:7]1.[S:35]([OH:36])(=[O:37])(=[O:38])[OH:39]>>[Cl:1][c:2]1[c:3](-[c:8]2[c:9]3[c:14]([cH:15][c:16]([C:18]([CH3:19])([CH3:20])[NH:34][C:33]([CH2:32][Br:31])=[O:36])[cH:17]2)[N:13]([c:22]2[c:23]([Cl:29])[cH:24][cH:25][cH:26][c:27]2[Cl:28])[C:12](=[O:30])[NH:11][CH2:10]3)[cH:4][cH:5][cH:6][cH:7]1. The reactants are S(=O)(Cl)Cl (thionyl chloride), S(=O)(Cl)Cl (thionyl chloride), C1(CCCCCCCCCCC1)=NO (cyclododecanone oxime), C1(CCCCCCCCCCC1)=NO (cyclododecanone oxime), O (water). Solvent: C1(=CC=CC=C1)C (toluene). Reaction conditions: time 30 minute. Yields the product C1(CCCCCCCCCCC1)=NO.C1(=CC=CC=C1)C (cyclododecanone oxime toluene). As a reaction SMILES: S(Cl)(Cl)=O.[C:5]1(=[N:17][OH:18])[CH2:16][CH2:15][CH2:14][CH2:13][CH2:12][CH2:11][CH2:10][CH2:9][CH2:8][CH2:7][CH2:6]1.O>C1(C)C=CC=CC=1>[C:5]1(=[N:17][OH:18])[CH2:16][CH2:15][CH2:14][CH2:13][CH2:12][CH2:11][CH2:10][CH2:9][CH2:8][CH2:7][CH2:6]1.[C:12]1([CH3:11])[CH:13]=[CH:14][CH:15]=[CH:16][CH:5]=1 |f:4.5|. Reported procedure: Separately, a 10% by weight solution of thionyl chloride in toluene and a cyclododecanone oxime-toluene solution which was prepared by diluting the 50% by weight solution of cyclododecanone oxime obtained in Reference Example B2 to a concentration of 20% by weight were line-mixed. Then, this mixture was fed to a catalyst pre-preparation reactor equipped with a water-cooling jacket, to prepare a catalytically active species, which was fed to the first tank. Feeding amounts of thionyl chloride and... The reactants are ClC1=CC=C2C(=N1)CN(C2)C(=O)C2=C(C=CC(=C2)S(=O)(=O)C)O[C@H](C(F)(F)F)C ((2-Chloro-5,7-dihydro-pyrrolo[3,4-b]pyridin-6-yl)-[5-methanesulfonyl-2-((S)-2,2,2-trifluoro-1-methyl-ethoxy)-phenyl]-methanone), C(CCC)[Sn](C1=CC=NC=C1)(CCCC)CCCC (4-tributylstannanylpyridine). The product is CS(=O)(=O)C=1C=CC(=C(C1)C(=O)N1CC2=NC(=CC=C2C1)C1=CC=NC=C1)O[C@H](C(F)(F)F)C ([5-Methanesulfonyl-2-((S)-2,2,2-trifluoro-1-methyl-ethoxy)-phenyl]-(2-pyridin-4-yl-5,7-dihydro-pyrrolo[3,4-b]pyridin-6-yl)-methanone). Reaction SMILES: Cl[C:2]1[N:7]=[C:6]2[CH2:8][N:9]([C:11]([C:13]3[CH:18]=[C:17]([S:19]([CH3:22])(=[O:21])=[O:20])[CH:16]=[CH:15][C:14]=3[O:23][C@@H:24]([CH3:29])[C:25]([F:28])([F:27])[F:26])=[O:12])[CH2:10][C:5]2=[CH:4][CH:3]=1.C([Sn](CCCC)(CCCC)[C:35]1[CH:40]=[CH:39][N:38]=[CH:37][CH:36]=1)CCC>>[CH3:22][S:19]([C:17]1[CH:16]=[CH:15][C:14]([O:23][C@@H:24]([CH3:29])[C:25]([F:28])([F:27])[F:26])=[C:13]([C:11]([N:9]2[CH2:10][C:5]3[C:6](=[N:7][C:2]([C:35]4[CH:40]=[CH:39][N:38]=[CH:37][CH:36]=4)=[CH:3][CH:4]=3)[CH2:8]2)=[O:12])[CH:18]=1)(=[O:21])=[O:20]. Reported procedure: Prepared in analogy to Example A54(a) from (2-chloro-5,7-dihydro-pyrrolo[3,4-b]pyridin-6-yl)-[5-methanesulfonyl-2-((S)-2,2,2-trifluoro-1-methyl-ethoxy)-phenyl]-methanone (Example C4) and 4-tributylstannanylpyridine. White solid. MS (m/e): 492.1 [M+H]+, 100%). Starting materials: C(C(C)=C)Cl (methallyl chloride), C(=C)N1C(CCC1)=O (N-vinyl-2-pyrrolidone), aqueous solution, OO (hydrogen peroxide). Conditions: time 6.5 hour. The product is C(=C)N1C(CCC1)=O.C(C(C)=C)Cl (methallyl chloride N-vinyl-2-pyrrolidone). Reaction SMILES: [CH2:1]([Cl:5])[C:2](=[CH2:4])[CH3:3].[CH:6]([N:8]1[CH2:12][CH2:11][CH2:10][C:9]1=[O:13])=[CH2:7].OO>>[CH:6]([N:8]1[CH2:12][CH2:11][CH2:10][C:9]1=[O:13])=[CH2:7].[CH2:1]([Cl:5])[C:2](=[CH2:3])[CH3:4] |f:3.4|. Reported procedure: About 1 part by weight of fine, granular, hydrated silica, 3 parts by weight of methallyl chloride, 5 parts by weight of N-vinyl-2-pyrrolidone and 10 parts by weight of 3% aqueous solution of hydrogen peroxide are mixed then agitated at ambient pressure and temperature for 1 to 12 hours, thereby producing an emulsion of poly (methallyl chloride N-vinyl-2-pyrrolidone) copolymer. The water is then evaporated. Starting materials: Brc1ccccc1I, C#Cc1ccc(CCC(=O)OC)cc1. Yields the product COC(=O)CCc1ccc(C#Cc2ccccc2Br)cc1. RXN SMILES: [Br:15][c:16]1[c:17]([I:22])[cH:18][cH:19][cH:20][cH:21]1.[C:1](#[CH:2])[c:3]1[cH:4][cH:5][c:6]([CH2:9][CH2:10][C:11](=[O:12])[O:13][CH3:14])[cH:7][cH:8]1>>[C:1](#[C:2][c:17]1[c:16]([Br:15])[cH:21][cH:20][cH:19][cH:18]1)[c:3]1[cH:4][cH:5][c:6]([CH2:9][CH2:10][C:11](=[O:12])[O:13][CH3:14])[cH:7][cH:8]1. The reactants are BrCC=1C(=NOC1C1=NN(C=N1)C(C1=CC=CC=C1)(C1=CC=CC=C1)C1=CC=CC=C1)OCC (3-[4-(Bromomethyl)-3-ethoxyisoxazol-5-yl]-1-trityl-1H-1,2,4-triazole), ice water, C(C)(=O)NC(C(=O)OCC)C(=O)OCC (diethyl acetamidomalonate), CC(C)([O-])C.[K+] (potassium tert-butoxide). Solvent: CN1C(CCC1)=O (N-methylpyrrolidone), CN1C(CCC1)=O (N-methylpyrrolidone). Reaction conditions: time 30 minute. Product: C(C)(=O)NC(C(=O)OCC)(CC=1C(=NOC1C1=NN(C=N1)C(C1=CC=CC=C1)(C1=CC=CC=C1)C1=CC=CC=C1)OCC)C(=O)OCC (Ethyl 2-Acetamido-3-[3-ethoxy-5-(1-trityl-1H-1,2,4-triazol-3-yl)isoxazol-4-yl]-2-(ethoxycarbonyl)propionate). Isolated yield 62.5%. Reaction SMILES: [C:1]([NH:4][CH:5]([C:11]([O:13][CH2:14][CH3:15])=[O:12])[C:6]([O:8][CH2:9][CH3:10])=[O:7])(=[O:3])[CH3:2].CC(C)([O-])C.[K+].Br[CH2:23][C:24]1[C:25]([O:53][CH2:54][CH3:55])=[N:26][O:27][C:28]=1[C:29]1[N:33]=[CH:32][N:31]([C:34]([C:47]2[CH:52]=[CH:51][CH:50]=[CH:49][CH:48]=2)([C:41]2[CH:46]=[CH:45][CH:44]=[CH:43][CH:42]=2)[C:35]2[CH:40]=[CH:39][CH:38]=[CH:37][CH:36]=2)[N:30]=1>CN1CCCC1=O>[C:1]([NH:4][C:5]([C:11]([O:13][CH2:14][CH3:15])=[O:12])([CH2:23][C:24]1[C:25]([O:53][CH2:54][CH3:55])=[N:26][O:27][C:28]=1[C:29]1[N:33]=[CH:32][N:31]([C:34]([C:35]2[CH:36]=[CH:37][CH:38]=[CH:39][CH:40]=2)([C:41]2[CH:42]=[CH:43][CH:44]=[CH:45][CH:46]=2)[C:47]2[CH:52]=[CH:51][CH:50]=[CH:49][CH:48]=2)[N:30]=1)[C:6]([O:8][CH2:9][CH3:10])=[O:7])(=[O:3])[CH3:2] |f:1.2|. Procedure: A mixture of diethyl acetamidomalonate (1.3 g, 6.0 mmol) and potassium tert-butoxide (0.73 g, 6.5 mmol) in N-methylpyrrolidone (30 mL) was stirred at room temperature for 30 min. 3-[4-(Bromomethyl)-3-ethoxyisoxazol-5-yl]-1-trityl-1H-1,2,4-triazole (2.8 g, 5.4 mmol) in N-methylpyrrolidone (20 mL) was added (temp 22-28° C.) and the resulting mixture was stirred at room temperature for 2 h. The reaction mixture was poured onto an ice/water mixture (250 mL) and the aqueous phase was extracted with E... Starting materials: C(C)(=O)OCC (ethyl acetate), C(C)(C)(C)OC(=O)N1C(CCCC1)CNN1C(CN(CC1)S(=O)(=O)C1=CC2=CC=C(C=C2C=C1)Cl)=O (1-{[1-(tert-butoxycarbonyl)piperidinyl]methylamino}-4-(6-chloronaphthalene-2-sulfonyl)-2-piperazinone), solution, Cl (hydrochloric acid), C(C)(=O)OCC (ethyl acetate). Run in CO (methanol). Conditions: time 5 hour. The product is Cl.ClC=1C=C2C=CC(=CC2=CC1)S(=O)(=O)N1CC(N(CC1)N(C1CCNCC1)C)=O (4-(6-Chloronaphthalene-2-sulfonyl)-1-[methyl(4-piperidinyl)amino]-2-piperazinone hydrochloride). As a reaction SMILES: C(OC(N1CCCCC1[CH2:14][NH:15][N:16]1[CH2:21][CH2:20][N:19]([S:22]([C:25]2[CH:34]=[CH:33][C:32]3[C:27](=[CH:28][CH:29]=[C:30]([Cl:35])[CH:31]=3)[CH:26]=2)(=[O:24])=[O:23])[CH2:18][C:17]1=[O:36])=O)(C)(C)C.Cl.C(O[CH2:42][CH3:43])(=O)C>CO>[ClH:35].[Cl:35][C:30]1[CH:31]=[C:32]2[C:27](=[CH:28][CH:29]=1)[CH:26]=[C:25]([S:22]([N:19]1[CH2:20][CH2:21][N:16]([N:15]([CH3:14])[CH:43]3[CH2:42][CH2:21][NH:16][CH2:17][CH2:18]3)[C:17](=[O:36])[CH2:18]1)(=[O:24])=[O:23])[CH:34]=[CH:33]2 |f:4.5|. Reported procedure: A suspension of 1-{[1-(tert-butoxycarbonyl)piperidinyl]methylamino}-4-(6-chloronaphthalene-2-sulfonyl)-2-piperazinone (10.42 g) in methanol (40 ml) was combined with a 4N solution of hydrochloric acid in ethyl acetate (20 ml) and stirred at room temperature for 5 hours. The reaction mixture was combined with ethyl acetate (50 ml) and the crystals precipitated were collected by filtration, dried to obtain the title compound (9.21 g) as colorless crystals. The reactants are CSC1=NC(=O)C(=Cc2ccc3c(cnn3Cc3ccc(Cl)cc3Br)c2)S1, CN1CCNCC1. The product is CN1CCN(C2=NC(=O)C(=Cc3ccc4c(cnn4Cc4ccc(Cl)cc4Br)c3)S2)CC1. As a reaction SMILES: [Br:1][c:2]1[c:3]([CH2:4][n:5]2[n:6][cH:7][c:8]3[cH:9][c:10]([CH:14]=[C:15]4[C:16](=[O:22])[N:17]=[C:18]([S:20][CH3:21])[S:19]4)[cH:11][cH:12][c:13]23)[cH:23][cH:24][c:25]([Cl:27])[cH:26]1.[CH3:28][N:29]1[CH2:30][CH2:31][NH:32][CH2:33][CH2:34]1>>[Br:1][c:2]1[c:3]([CH2:4][n:5]2[n:6][cH:7][c:8]3[cH:9][c:10]([CH:14]=[C:15]4[C:16](=[O:22])[N:17]=[C:18]([N:32]5[CH2:31][CH2:30][N:29]([CH3:28])[CH2:34][CH2:33]5)[S:19]4)[cH:11][cH:12][c:13]23)[cH:23][cH:24][c:25]([Cl:27])[cH:26]1. Starting materials: ClC=1C=C(C#N)C=C(C1O)Cl (3,5-dichloro-4-hydroxybenzonitrile), BrCCCCCC1=CC(=NO1)C (5-(5-bromopentyl)-3-methylisoxazole), C([O-])([O-])=O.[K+].[K+] (potassium carbonate), [I-].[Na+] (sodium iodide). The solvent is CN(C=O)C (dimethylformamide), COC(C)(C)C.CCCCCC (tertiary-butyl methyl ether hexane). The product is ClC1=C(OCCCCCC2=CC(=NO2)C)C(=CC(=C1)C#N)Cl (5-[5-(2,6-Dichloro-4-cyanophenoxy)pentyl]-3-methylisoxazole), crystals. RXN SMILES: [Cl:1][C:2]1[CH:3]=[C:4]([CH:7]=[C:8]([Cl:11])[C:9]=1[OH:10])[C:5]#[N:6].Br[CH2:13][CH2:14][CH2:15][CH2:16][CH2:17][C:18]1[O:22][N:21]=[C:20]([CH3:23])[CH:19]=1.C(=O)([O-])[O-].[K+].[K+].[I-].[Na+]>CN(C)C=O.COC(C)(C)C.CCCCCC>[Cl:1][C:2]1[CH:3]=[C:4]([C:5]#[N:6])[CH:7]=[C:8]([Cl:11])[C:9]=1[O:10][CH2:13][CH2:14][CH2:15][CH2:16][CH2:17][C:18]1[O:22][N:21]=[C:20]([CH3:23])[CH:19]=1 |f:2.3.4,5.6,8.9|. Procedure: 5-[5-(2,6-Dichloro-4-cyanophenoxy)pentyl]-3-methylisoxazole [IX; Y=(CH2)5, Z=N, R=CH3, R1 =2-Cl, R2 =6-Cl] was prepared from 13.4 g 3,5-dichloro-4-hydroxybenzonitrile, 23.2 g 5-(5-bromopentyl)-3-methylisoxazole, 20.7 g potassium carbonate and 15 g sodium iodide in 250 ml dimethylformamide, similar to the procedure of Example 1, and was obtained in the form of colorless crystals (11.6 g), m.p. 59°-60° C. (from tertiary-butyl methyl ether-hexane).